From a dataset of the Open Reaction Database (ORD), a public repository of structured organic reaction records. describe an organic reaction: reactants, conditions, products, and yield Reactants: COC(CNC1CCCCC1)OC, CCOC(C)=O, CCCC(C)C, CC(C)n1cc(-c2cccc(CCOCCC(=O)O)c2)nn1. Product: COC(CN(C(=O)CCOCCc1cccc(-c2cn(C(C)C)nn2)c1)C1CCCCC1)OC. Reaction SMILES: [CH3:23][O:24][CH:25]([CH2:26][NH:27][CH:28]1[CH2:29][CH2:30][CH2:31][CH2:32][CH2:33]1)[O:34][CH3:35].[CH3:36][CH2:37][O:38][C:39](=[O:40])[CH3:41].[CH3:42][CH2:43][CH2:44][CH:45]([CH3:46])[CH3:47].[CH:1]([CH3:2])([CH3:3])[n:4]1[n:5][n:6][c:7](-[c:9]2[cH:10][c:11]([CH2:12][CH2:13][O:14][CH2:15][CH2:16][C:17](=[O:18])[OH:19])[cH:20][cH:21][cH:22]2)[cH:8]1>>[CH:1]([CH3:2])([CH3:3])[n:4]1[n:5][n:6][c:7](-[c:9]2[cH:10][c:11]([CH2:12][CH2:13][O:14][CH2:15][CH2:16][C:17](=[O:19])[N:27]([CH2:26][CH:25]([O:24][CH3:23])[O:34][CH3:35])[CH:28]3[CH2:29][CH2:30][CH2:31][CH2:32][CH2:33]3)[cH:20][cH:21][cH:22]2)[cH:8]1. Starting materials: C(C)(C)(C)OC(NC1=C(C=C(C(=C1)OCCOC)C(F)(F)F)[N+](=O)[O-])=O ([5-(2-methoxy-ethoxy)-2-nitro-4-trifluoromethyl-phenyl]-carbamic acid tert-butyl ester). The reagents and catalysts are [Pd] (Pd/C). The product is C(C)(C)(C)OC(NC1=C(C=C(C(=C1)OCCOC)C(F)(F)F)N)=O ([2-Amino-5-(2-methoxy-ethoxy)-4-trifluoromethyl-phenyl]-carbamic acid tert-butyl ester), solid. The yield is 96.0%. As a reaction SMILES: [C:1]([O:5][C:6](=[O:26])[NH:7][C:8]1[CH:13]=[C:12]([O:14][CH2:15][CH2:16][O:17][CH3:18])[C:11]([C:19]([F:22])([F:21])[F:20])=[CH:10][C:9]=1[N+:23]([O-])=O)([CH3:4])([CH3:3])[CH3:2]>[Pd]>[C:1]([O:5][C:6](=[O:26])[NH:7][C:8]1[CH:13]=[C:12]([O:14][CH2:15][CH2:16][O:17][CH3:18])[C:11]([C:19]([F:22])([F:21])[F:20])=[CH:10][C:9]=1[NH2:23])([CH3:4])([CH3:2])[CH3:3]. Reported procedure: The title compound was prepared from [5-(2-methoxy-ethoxy)-2-nitro-4-trifluoromethyl-phenyl]-carbamic acid tert-butyl ester (Example A26) (7.90 g, 20.8 mmol) by hydrogenation with 10% Pd/C according to the general procedure J (method a). Obtained as a yellow solid (7.00 g, 96%). The reactants are NC=1C=CC(=C(C1)[C@]1(N=C(OC[C@@H]1OCC(F)(F)F)N)C)F ((4R,5R)-4-(5-amino-2-fluoro-phenyl)-4-methyl-5-(2,2,2-trifluoro-ethoxy)-5,6-dihydro-4H-[1,3]oxazin-2-ylamine), ClC=1C(=NC=C(C1)Cl)C(=O)O (3,5-dichloro-pyridine-2-carboxylic acid). Yields the product NC=1OC[C@@H]([C@@](N1)(C)C=1C=C(C=CC1F)NC(=O)C1=NC=C(C=C1Cl)Cl)OCC(F)(F)F (3,5-Dichloro-pyridine-2-carboxylic acid {3-[(4R,5R)-2-amino-4-methyl-5-(2,2,2-trifluoro-ethoxy)-5,6-dihydro-4H-[1,3]oxazin-4-yl]-4-fluoro-phenyl}-amide). RXN SMILES: [NH2:1][C:2]1[CH:3]=[CH:4][C:5]([F:22])=[C:6]([C@:8]2([CH3:21])[C@@H:13]([O:14][CH2:15][C:16]([F:19])([F:18])[F:17])[CH2:12][O:11][C:10]([NH2:20])=[N:9]2)[CH:7]=1.[Cl:23][C:24]1[C:25]([C:31](O)=[O:32])=[N:26][CH:27]=[C:28]([Cl:30])[CH:29]=1>>[NH2:20][C:10]1[O:11][CH2:12][C@H:13]([O:14][CH2:15][C:16]([F:18])([F:19])[F:17])[C@:8]([C:6]2[CH:7]=[C:2]([NH:1][C:31]([C:25]3[C:24]([Cl:23])=[CH:29][C:28]([Cl:30])=[CH:27][N:26]=3)=[O:32])[CH:3]=[CH:4][C:5]=2[F:22])([CH3:21])[N:9]=1. Procedure details: The condensation of (4R,5R)-4-(5-amino-2-fluoro-phenyl)-4-methyl-5-(2,2,2-trifluoro-ethoxy)-5,6-dihydro-4H-[1,3]oxazin-2-ylamine (A8.4) and 3,5-dichloro-pyridine-2-carboxylic acid following procedure I yielded the title compound as a white solid. MS (ISP): m/z=495.1 [M+H]+and 497.2 [M+2+H]+. Reactants: CN(CCC1=CNC2=CC=C(C=C12)NC1=NC=CC=C1[N+](=O)[O-])C (3-(2-dimethylaminoethyl)-5-(3-nitropyrid-2-ylamino)-1H-indole). Reagents/catalysts: [Pd] (Pd on carbon). Solvent: C(C)O (ethanol). Reaction conditions: time 2 hour. The product is CN(CCC1=CNC2=CC=C(C=C12)NC1=NC=CC=C1N)C (3-(2-Dimethylaminoethyl)-5-(3-aminopyrid-2-ylamino)-1H-indole). Yield: 64.2%. RXN SMILES: [CH3:1][N:2]([CH3:24])[CH2:3][CH2:4][C:5]1[C:13]2[C:8](=[CH:9][CH:10]=[C:11]([NH:14][C:15]3[C:20]([N+:21]([O-])=O)=[CH:19][CH:18]=[CH:17][N:16]=3)[CH:12]=2)[NH:7][CH:6]=1>[Pd].C(O)C>[CH3:24][N:2]([CH3:1])[CH2:3][CH2:4][C:5]1[C:13]2[C:8](=[CH:9][CH:10]=[C:11]([NH:14][C:15]3[C:20]([NH2:21])=[CH:19][CH:18]=[CH:17][N:16]=3)[CH:12]=2)[NH:7][CH:6]=1. Procedure: A mixture of 3-(2-dimethylaminoethyl)-5-(3-nitropyrid-2-ylamino)-1H-indole (1.27 g, 3.90 mmol), 10% Pd on carbon (200 mg), and absolute ethanol (20 mL) was shaken under a hydrogen atmosphere (3 atm) for 2 hours. The reaction mixture was filtered through diatomaceous earth, and the filtrate was evaporated under reduced pressure. The residue was column chromatographed using silica gel (approximately 40 g) and elution with absolute methanol to afford the title compound (0.74 g, 64%) as an off-white...